This data is from the Open Reaction Database (ORD), a public repository of structured organic reaction records. The task is: describe an organic reaction: reactants, conditions, products, and yield Reactants: OC=1C=C(C(=O)OC)C=CC1 (methyl 3-hydroxybenzoate), [C@H](C)(CC)O ((S)-(+)-sec-butanol), C1(=CC=CC=C1)P(C1=CC=CC=C1)C1=CC=CC=C1 (triphenylphosphine), CC(C)OC(=O)/N=N/C(=O)OC(C)C (DIAD). Solvent: C1(=CC=CC=C1)C (toluene). Product: C[C@H](CC)OC=1C=C(C(=O)OC)C=CC1 (methyl 3-{[(1R)-1-methylpropyl]oxy}benzoate). RXN SMILES: [OH:1][C:2]1[CH:3]=[C:4]([CH:9]=[CH:10][CH:11]=1)[C:5]([O:7][CH3:8])=[O:6].[C@@H:12](O)([CH2:14][CH3:15])[CH3:13].C1(P(C2C=CC=CC=2)C2C=CC=CC=2)C=CC=CC=1.CC(OC(/N=N/C(OC(C)C)=O)=O)C>C1(C)C=CC=CC=1>[CH3:13][C@@H:12]([O:1][C:2]1[CH:3]=[C:4]([CH:9]=[CH:10][CH:11]=1)[C:5]([O:7][CH3:8])=[O:6])[CH2:14][CH3:15]. Procedure details: To a 0° C. solution of methyl 3-hydroxybenzoate (5.00 g, 32.9 mmol) in toluene (32.9 ml) was added (S)-(+)-sec-butanol (3.34 ml, 36.1 mmol), triphenylphosphine (9.48 g, 36.1 mmol), and DIAD (7.03 ml, 36.1 mmol). After warming to rt overnight, the reaction mixture was filtered through a fritted funnel and washed with toluene. The filtrate was concentrated. The residue was purified on a silica gel cartridge (0% EtOAc/hexanes to 10% EtOAc/hexanes) to give the desired product. The reactants are ClCCl, CC(C)(C)OC(=O)N1CCC(NC(=O)COc2cccc(-c3nc(Nc4ccc5[nH]ncc5c4)c4ccccc4n3)c2)C1. Yields the product O=C(COc1cccc(-c2nc(Nc3ccc4[nH]ncc4c3)c3ccccc3n2)c1)NC1CCNC1. RXN SMILES: [Cl:44][CH2:45][Cl:46].[nH:1]1[n:2][cH:3][c:4]2[cH:5][c:6]([NH:10][c:11]3[n:12][c:13](-[c:21]4[cH:22][c:23]([O:24][CH2:25][C:26](=[O:27])[NH:28][CH:29]5[CH2:30][N:31]([C:34]([O:35][C:36]([CH3:37])([CH3:38])[CH3:39])=[O:40])[CH2:32][CH2:33]5)[cH:41][cH:42][cH:43]4)[n:14][c:15]4[cH:16][cH:17][cH:18][cH:19][c:20]34)[cH:7][cH:8][c:9]12>>[nH:1]1[n:2][cH:3][c:4]2[cH:5][c:6]([NH:10][c:11]3[n:12][c:13](-[c:21]4[cH:22][c:23]([O:24][CH2:25][C:26](=[O:27])[NH:28][CH:29]5[CH2:30][NH:31][CH2:32][CH2:33]5)[cH:41][cH:42][cH:43]4)[n:14][c:15]4[cH:16][cH:17][cH:18][cH:19][c:20]34)[cH:7][cH:8][c:9]12. The reactants are C(C)(=O)OCC1=CCC(CC1)(CNC(=O)C1=C(C=CC=C1)OC)C1=CC=CC=C1 (1-acetoxymethyl-4-phenyl-4-(3-(2-methoxyphenyl)-3-oxo-2-azaprop-1-yl)-cyclohex-1-ene), [H][H] (hydrogen). The reagents and catalysts are [Pd] (Pd/C). Run in CCOC(=O)C (EtOAc). The product is C(C)(=O)OCC1CCC(CC1)(CNC(=O)C1=C(C=CC=C1)OC)C1=CC=CC=C1 (1-Acetoxymethyl-4-phenyl-4-(3-(2-methoxyphenyl)-3-oxo-2-azaprop-1-yl)-cyclohexane). As a reaction SMILES: [C:1]([O:4][CH2:5][C:6]1[CH2:11][CH2:10][C:9]([C:24]2[CH:29]=[CH:28][CH:27]=[CH:26][CH:25]=2)([CH2:12][NH:13][C:14]([C:16]2[CH:21]=[CH:20][CH:19]=[CH:18][C:17]=2[O:22][CH3:23])=[O:15])[CH2:8][CH:7]=1)(=[O:3])[CH3:2].[H][H]>CCOC(C)=O.[Pd]>[C:1]([O:4][CH2:5][CH:6]1[CH2:7][CH2:8][C:9]([C:24]2[CH:25]=[CH:26][CH:27]=[CH:28][CH:29]=2)([CH2:12][NH:13][C:14]([C:16]2[CH:21]=[CH:20][CH:19]=[CH:18][C:17]=2[O:22][CH3:23])=[O:15])[CH2:10][CH2:11]1)(=[O:3])[CH3:2]. Reported procedure: A solution of 1-acetoxymethyl-4-phenyl-4-(3-(2-methoxyphenyl)-3-oxo-2-azaprop-1-yl)-cyclohex-1-ene (Example 200, 11.5 mg, 0.029 mmol) in 5 mL of EtOAc was shaken with Pd/C (5 mg, 10%) under 50 psi of hydrogen for 14 h. The mixture was filtered through silica gel, concentrated and purified by HPLC (Waters RCM, μ Porosil, 25 mm×10 cm) using a mixture of (5:4:1 hexane-methyl tert-butyl ether-acetonitrile:hexane, 4.5/8.0 mL/min) to give the 2 isomers of the title compound Reactants: C(C(=O)O)(=O)O.C(C(=O)O)(=O)O.OC=1C(=CC2=C(SC(=C2CC2=CC=C(C=C2)O[C@H]2[C@@H](CCCC2)N2CCCC2)C2=CC=C(C=C2)OCCN2CCCC2)C1)OC ((±)-6-Hydroxy-5-Methoxy-3-[4-[[Trans-2-(1-Pyrrolidinyl)Cyclohexyl]Oxy]Benzyl]-2-[4-[2-(1-Pyrrolidinyl)Ethoxy]Phenyl]Benzo[b]Thiophene Dioxalate), COC=1C=C(C(=O)O)C=CC1CN1CCCC1 (3-methoxy-4-[(1-pyrrolidinyl)methyl]benzoic acid). The product is C(C(=O)O)(=O)O.C(C(=O)O)(=O)O.COC1=CC2=C(SC(=C2CC2=CC(=C(C=C2)CN2CCCC2)OC)C2=CC=C(C=C2)OCCN2CCCC2)C=C1 (5-Methoxy-3-[3-methoxy-4-[(1-pyrrolidinyl)methyl]benzyl]-2-[4-[2-(1-pyrrolidinyl)ethoxy]phenyl]benzo[b]thiophene Dioxalate). Reaction SMILES: [C:1]([OH:6])(=[O:5])[C:2]([OH:4])=[O:3].[C:7]([OH:12])(=[O:11])[C:8]([OH:10])=[O:9].O[C:14]1[C:15]([O:56][CH3:57])=[CH:16][C:17]2[C:21](CC3C=CC(O[C@@H]4CCCC[C@H]4N4CCCC4)=CC=3)=[C:20]([C:41]3[CH:46]=[CH:45][C:44]([O:47][CH2:48][CH2:49][N:50]4[CH2:54][CH2:53][CH2:52][CH2:51]4)=[CH:43][CH:42]=3)[S:19][C:18]=2[CH:55]=1.[CH3:58][O:59][C:60]1[CH:61]=[C:62]([CH:66]=[CH:67][C:68]=1[CH2:69][N:70]1[CH2:74][CH2:73][CH2:72][CH2:71]1)[C:63](O)=O>>[C:1]([OH:6])(=[O:5])[C:2]([OH:4])=[O:3].[C:7]([OH:12])(=[O:11])[C:8]([OH:10])=[O:9].[CH3:57][O:56][C:15]1[CH:14]=[CH:55][C:18]2[S:19][C:20]([C:41]3[CH:42]=[CH:43][C:44]([O:47][CH2:48][CH2:49][N:50]4[CH2:54][CH2:53][CH2:52][CH2:51]4)=[CH:45][CH:46]=3)=[C:21]([CH2:63][C:62]3[CH:66]=[CH:67][C:68]([CH2:69][N:70]4[CH2:74][CH2:73][CH2:72][CH2:71]4)=[C:60]([O:59][CH3:58])[CH:61]=3)[C:17]=2[CH:16]=1 |f:0.1.2,4.5.6|. Procedure: The free base of the title compound was prepared in 37% yield by essentially following the procedures outlined in Example 41; Part C from 5-methoxy-2-[4-[2-(1-pyrrolidinyl)ethoxy]phenyl]benzo[b]thiophene (Example 71, Part C) and 3-methoxy-4-[(1-pyrrolidinyl)methyl]benzoic acid (Example 41, Part B). The title compound was prepared by essentially following the procedures outlined in Example 21, Part C from the free base. Isolated yield 37.0%. Starting materials: N1(C=NC=2C=NC=3C=CC=CC3C21)CCCC=O (4-(1H-imidazo[4,5-c]quinolin-1-yl)butyraldehyde), C1(=CC=CC=C1)[Mg]Br (phenylmagnesium bromide), solution. Solvent: C1CCOC1 (THF). The product is N1(C=NC=2C=NC=3C=CC=CC3C21)CCCC(O)C2=CC=CC=C2 (4-(1H-imidazo[4,5-c]quinolin-1-yl)-1-phenylbutan-1-ol). As a reaction SMILES: [N:1]1([CH2:14][CH2:15][CH2:16][CH:17]=[O:18])[C:13]2[C:12]3[CH:11]=[CH:10][CH:9]=[CH:8][C:7]=3[N:6]=[CH:5][C:4]=2[N:3]=[CH:2]1.[C:19]1([Mg]Br)[CH:24]=[CH:23][CH:22]=[CH:21][CH:20]=1>C1COCC1>[N:1]1([CH2:14][CH2:15][CH2:16][CH:17]([C:19]2[CH:24]=[CH:23][CH:22]=[CH:21][CH:20]=2)[OH:18])[C:13]2[C:12]3[CH:11]=[CH:10][CH:9]=[CH:8][C:7]=3[N:6]=[CH:5][C:4]=2[N:3]=[CH:2]1. Procedure details: The general method described in Step 7 of Example 1 was used to react 4-(1H-imidazo[4,5-c]quinolin-1-yl)butyraldehyde (7.94 g, 33.2 mmol) with phenylmagnesium bromide (33.2 mL of a 1 M solution in THF, 33.2 mmol) to provide 4-(1H-imidazo[4,5-c]quinolin-1-yl)-1-phenylbutan-1-ol (7.2 g) as an off-white solid that was used directly in the next step without further purification. Reactants: COC(C1=CC(=CC=C1)NC(CN1C(N(C2=C(C(=N1)C1CCCCC1)C=CC=C2)CC(C(C)(C)C)=O)=O)=O)=O (3-{2-[5-Cyclohexyl-1-(3,3-dimethyl-2-oxo-butyl)-2-oxo-1,2-dihydro-3H-1,3,4-benzotriazepin-3-yl]-acetylamino}-benzoic acid methyl ester), COC(C(C)N(C(=O)OC(C)(C)C)C1=CC(=CC=C1)N)=O (2-[(3-amino-phenyl)-tert-butoxycarbonyl-amino]-propionic acid methyl ester). Yields the product C(C)(C)(C)OC(N(CCC)C1=CC(=CC=C1)NC(CN1C(N(C2=C(C(=N1)C1CCCCC1)C=CC=C2)CC(C(C)(C)C)=O)=O)=O)=O ((3-{2-[5-cyclohexyl-1-(3,3-dimethyl-2-oxo-butyl)-2-oxo-1,2-dihydro-3H-1,3,4-benzotriazepin-3-yl]-acetylamino}-phenyl)-propyl-carbamic acid tert-butyl ester). RXN SMILES: COC(=O)[C:4]1[CH:9]=[CH:8][CH:7]=[C:6]([NH:10][C:11](=[O:38])[CH2:12][N:13]2[N:19]=[C:18]([CH:20]3[CH2:25][CH2:24][CH2:23][CH2:22][CH2:21]3)[C:17]3[CH:26]=[CH:27][CH:28]=[CH:29][C:16]=3[N:15]([CH2:30][C:31](=[O:36])[C:32]([CH3:35])([CH3:34])[CH3:33])[C:14]2=[O:37])[CH:5]=1.COC(=O)C([N:45]([C:53]1C=CC=[C:55](N)[CH:54]=1)[C:46]([O:48][C:49]([CH3:52])([CH3:51])[CH3:50])=[O:47])C>>[C:49]([O:48][C:46](=[O:47])[N:45]([C:4]1[CH:9]=[CH:8][CH:7]=[C:6]([NH:10][C:11](=[O:38])[CH2:12][N:13]2[N:19]=[C:18]([CH:20]3[CH2:25][CH2:24][CH2:23][CH2:22][CH2:21]3)[C:17]3[CH:26]=[CH:27][CH:28]=[CH:29][C:16]=3[N:15]([CH2:30][C:31](=[O:36])[C:32]([CH3:35])([CH3:33])[CH3:34])[C:14]2=[O:37])[CH:5]=1)[CH2:53][CH2:54][CH3:55])([CH3:52])([CH3:51])[CH3:50]. Reported procedure: The title compound was obtained as the hydrochloride salt by the method used in the preparation of 3-{2-[5-cyclohexyl-1-(3,3-dimethyl-2-oxo-butyl)-2-oxo-1,2-dihydro-3H-1,3,4-benzotriazepin-3-yl]-acetylamino}-benzoic acid methyl ester (Example 1) except that 2-[(3-amino-phenyl)-tert-butoxycarbonyl-amino]-propionic acid methyl ester (prepared in two steps from 3-nitro-N-tert-butoxycarbonylaniline) was used instead of 3-amino-benzoic acid methyl ester in step e, followed by reaction of the product ... Starting materials: COc1ccc(-c2nc(Sc3ccc(C(F)(F)F)cc3N)[nH]c2-c2ccc(OC)cc2)cc1, CC(C)CCON=O, CCO, Cl, Cl, C1COCCO1. The product is COc1ccc(-c2nc(Sc3ccc(C(F)(F)F)cc3)[nH]c2-c2ccc(OC)cc2)cc1. RXN SMILES: [CH3:2][O:3][c:4]1[cH:5][cH:6][c:7](-[c:10]2[n:11][c:12]([S:23][c:24]3[c:25]([NH2:34])[cH:26][c:27]([C:30]([F:31])([F:32])[F:33])[cH:28][cH:29]3)[nH:13][c:14]2-[c:15]2[cH:16][cH:17][c:18]([O:21][CH3:22])[cH:19][cH:20]2)[cH:8][cH:9]1.[CH3:42][CH:43]([CH2:44][CH2:45][O:46][N:47]=[O:48])[CH3:49].[CH3:50][CH2:51][OH:52].[ClH:1].[ClH:41].[O:35]1[CH2:36][CH2:37][O:38][CH2:39][CH2:40]1>>[CH3:2][O:3][c:4]1[cH:5][cH:6][c:7](-[c:10]2[n:11][c:12]([S:23][c:24]3[cH:25][cH:26][c:27]([C:30]([F:31])([F:32])[F:33])[cH:28][cH:29]3)[nH:13][c:14]2-[c:15]2[cH:16][cH:17][c:18]([O:21][CH3:22])[cH:19][cH:20]2)[cH:8][cH:9]1. Starting materials: BrC=1C=C2C=3CCCC(C3NC2=CC1)N (6-bromo-2,3,4,9-tetrahydro-1H-carbazol-1-amine), [N+](=O)([O-])C1=CC=C(C(=O)Cl)C=C1 (4-nitrobenzoyl chloride). The product is BrC=1C=C2C=3CCCC(C3NC2=CC1)NC(C1=CC=C(C=C1)[N+](=O)[O-])=O (N-(6-Bromo-2,3,4,9-tetrahydro-1H-carbazol-1-yl)-4-nitrobenzamide), solid. Yield: 32.0%. RXN SMILES: [Br:1][C:2]1[CH:3]=[C:4]2[C:12](=[CH:13][CH:14]=1)[NH:11][C:10]1[CH:9]([NH2:15])[CH2:8][CH2:7][CH2:6][C:5]2=1.[N+:16]([C:19]1[CH:27]=[CH:26][C:22]([C:23](Cl)=[O:24])=[CH:21][CH:20]=1)([O-:18])=[O:17]>>[Br:1][C:2]1[CH:3]=[C:4]2[C:12](=[CH:13][CH:14]=1)[NH:11][C:10]1[CH:9]([NH:15][C:23](=[O:24])[C:22]3[CH:21]=[CH:20][C:19]([N+:16]([O-:18])=[O:17])=[CH:27][CH:26]=3)[CH2:8][CH2:7][CH2:6][C:5]2=1. Procedure: N-(6-Bromo-2,3,4,9-tetrahydro-1H-carbazol-1-yl)-4-nitrobenzamide was prepared from 6-bromo-2,3,4,9-tetrahydro-1H-carbazol-1-amine and 4-nitrobenzoyl chloride in a similar manner as described above to give an orange solid (32% yield). 1H-NMR (DMSO-d6): δ 11.11 (s, 1H), 9.24 (d, 1H), 8.36 (d, 2H), 8.19 (d, 2H), 7.62 (m, 1H), 7.29 (d, 1H), 7.18 (dd, 1H), 5.41 (m, 1H), 2.69 (m, 2H), 2.10 (m, 2H), 1.89 (m, 2H); MS m/z 414 (M−1). Starting materials: C(C)(C)(C)[Mg]Cl (t-butylmagnesium chloride), C(CC)(=O)N1C(O[C@@H]2[C@H]1C=1C=CC=CC1C2)=O (3-propionyl-(3aR-cis)-3,3a,8,8a-tetrahydro-2H-indeno[1,2-d]oxazol-2-one), aqueous solution, C(CC(O)(C(=O)O)CC(=O)O)(=O)O (citric acid), C(C)(=O)O[C@@H]1[C@H](C(N1)=O)[C@@H](C)O[Si](C)(C)C(C)(C)C ((3R,4R)-4-acetoxy-3-[(R)-1-tert-butyldimethylsilyloxyethyl]azetidin-2-one). Solvent: O1CCCC1 (tetrahydrofuran), C(C)(=O)OCC (ethyl acetate), O1CCCC1 (tetrahydrofuran), O1CCCC1 (tetrahydrofuran). Run at temperature 5 celsius, time 10 minute. Yields the product [Si](C)(C)(C(C)(C)C)O[C@H](C)[C@H]1C(N[C@@H]1[C@H](C(=O)N1C(O[C@@H]2[C@H]1C=1C=CC=CC1C2)=O)C)=O (3-{(2R)-2-[(3S,4R)-3-[(1R)-1-t-butyldimethylsilyloxyethyl]-2-oxoazetidin-4-yl]propionyl}-(3aR-cis)-3,3a,8,8a-tetrahydro-2H-indeno[1,2-d]oxazol-2-one). The yield is 18.0%. As a reaction SMILES: [C:1]([N:5]1[C@@H:9]2[C:10]3[CH:11]=[CH:12][CH:13]=[CH:14][C:15]=3[CH2:16][C@@H:8]2[O:7][C:6]1=[O:17])(=[O:4])[CH2:2][CH3:3].C([Mg]Cl)(C)(C)C.C(O[C@H:28]1[NH:31][C:30](=[O:32])[C@@H:29]1[C@H:33]([O:35][Si:36]([C:39]([CH3:42])([CH3:41])[CH3:40])([CH3:38])[CH3:37])[CH3:34])(=O)C.C(O)(=O)CC(CC(O)=O)(C(O)=O)O>O1CCCC1.C(OCC)(=O)C>[Si:36]([O:35][C@@H:33]([C@@H:29]1[C@@H:28]([C@@H:2]([CH3:3])[C:1]([N:5]2[C@@H:9]3[C:10]4[CH:11]=[CH:12][CH:13]=[CH:14][C:15]=4[CH2:16][C@@H:8]3[O:7][C:6]2=[O:17])=[O:4])[NH:31][C:30]1=[O:32])[CH3:34])([C:39]([CH3:40])([CH3:41])[CH3:42])([CH3:37])[CH3:38]. Reported procedure: Under a nitrogen atmosphere, 231 mg (1. 0 mmol) of 3-propionyl-(3aR-cis)-3,3a,8,8a-tetrahydro-2H-indeno[1,2-d]oxazol-2-one was charged in a 30-ml three-necked flask to dissolve it in 2 ml of tetrahydrofuran. To the resulting solution, 2.75 ml (2.2 mmol) of a tetrahydrofuran solution (0.8M) of t-butylmagnesium chloride was slowly added dropwise at room temperature. After the resulting mixture was allowed to react for 20 minutes under the same conditions, the reaction mixture was cooled to 5° C. a... Starting materials: B(Br)(Br)Br (BBr3), COC=1C(NC2=C(C(C1)=O)CCCC2)=O (3-methoxy-6,7,8,9-tetrahydro-1H-1-benzazepine-2,5-dione), C(=O)(O)[O-].[Na+] (NaHCO3). The solvent is C(Cl)Cl (CH2Cl2), C(Cl)Cl (CH2Cl2). Run at time 45 minute. The product is OC=1C(NC2=C(C(C1)=O)CCCC2)=O (3-Hydroxy-6,7,8,9-tetrahydro-1H-1-benzazepine-2,5-dione). Reaction SMILES: C[O:2][C:3]1[C:4](=[O:15])[NH:5][C:6]2[CH2:14][CH2:13][CH2:12][CH2:11][C:7]=2[C:8](=[O:10])[CH:9]=1.B(Br)(Br)Br.C([O-])(O)=O.[Na+]>C(Cl)Cl>[OH:2][C:3]1[C:4](=[O:15])[NH:5][C:6]2[CH2:14][CH2:13][CH2:12][CH2:11][C:7]=2[C:8](=[O:10])[CH:9]=1 |f:2.3|. Procedure details: To a stirred suspension of 3-methoxy-6,7,8,9-tetrahydro-1H-1-benzazepine-2,5-dione (207 mg, 1.00 mol) in dry CH2Cl2 (2 mL, distilled from CaH2) under N2, there was added a solution of BBr3 in CH2Cl2 (2.0 mL, 1M, Aldrich) in one portion over 5 seconds at rt. A brown precipitate immediately formed. The reaction was allowed to stir under N2 at rt for 45 min. The reaction was added to saturated NaHCO3 (15 mL) and the resulting orange solution was allowed to stir for 15 min. The solution was extracte...